Task: describe an organic reaction: reactants, conditions, products, and yield. Dataset: the Open Reaction Database (ORD), a public repository of structured organic reaction records Starting materials: C(C)(C)(C)OC(=O)N[C@@H](C[C@@H](C(=O)OC(C)(C)C)CC1=CC=C(C=C1)O)C(=O)OC(C)(C)C (di-tert-butyl (4S)—N-(tert-butoxycarbonyl)-4-(4-hydroxybenzyl)-L-glutamate), C([O-])([O-])=O.[K+].[K+] (potassium carbonate), ICCCF (1-iodo-3-fluoropropane). Run in CN(C=O)C (N,N-dimethylformamide). Reaction conditions: temperature 60 celsius, time 8 hour. Yields the product C(C)(C)(C)OC(=O)N[C@@H](C[C@@H](C(=O)OC(C)(C)C)CC1=CC=C(C=C1)OCCCF)C(=O)OC(C)(C)C (Di-tert-butyl (4S)—N-(tert-butoxycarbonyl)-4-[4-(3-fluoropropoxy)benzyl]-L-glutamate). RXN SMILES: [C:1]([O:5][C:6]([NH:8][C@H:9]([C:27]([O:29][C:30]([CH3:33])([CH3:32])[CH3:31])=[O:28])[CH2:10][C@H:11]([CH2:19][C:20]1[CH:25]=[CH:24][C:23]([OH:26])=[CH:22][CH:21]=1)[C:12]([O:14][C:15]([CH3:18])([CH3:17])[CH3:16])=[O:13])=[O:7])([CH3:4])([CH3:3])[CH3:2].C(=O)([O-])[O-].[K+].[K+].I[CH2:41][CH2:42][CH2:43][F:44]>CN(C)C=O>[C:1]([O:5][C:6]([NH:8][C@H:9]([C:27]([O:29][C:30]([CH3:33])([CH3:32])[CH3:31])=[O:28])[CH2:10][C@H:11]([CH2:19][C:20]1[CH:25]=[CH:24][C:23]([O:26][CH2:41][CH2:42][CH2:43][F:44])=[CH:22][CH:21]=1)[C:12]([O:14][C:15]([CH3:16])([CH3:18])[CH3:17])=[O:13])=[O:7])([CH3:2])([CH3:3])[CH3:4] |f:1.2.3|. Procedure details: To 93 mg (0.20 mmol) of di-tert-butyl (4S)—N-(tert-butoxycarbonyl)-4-(4-hydroxybenzyl)-L-glutamate (Example 1b) in 9 mL N,N-dimethylformamide were added 60.7 mg (0.44 mmol) of powdered potassium carbonate and 45 mg (0.24 mmol) of 1-iodo-3-fluoropropane (ABCR GmbH, Germany) and the resulting suspension was stirred for 5 h at 60° C. and overnight at room temperature. The reaction mixture was than filtered, the solvent evaporated and the residue was taken up in ethyl acetate and water. The organic ...